From a dataset of the Open Reaction Database (ORD), a public repository of structured organic reaction records. describe an organic reaction: reactants, conditions, products, and yield The product is NCC1CCC(CNc2nccc(-c3cc4ccccc4s3)n2)CC1. Reaction SMILES: [CH:27]([OH:28])([CH3:29])[CH3:30].[Cl:31][CH2:32][Cl:33].[NH2:1][CH2:2][CH:3]1[CH2:4][CH2:5][CH:6]([CH2:9][NH2:10])[CH2:7][CH2:8]1.[s:11]1[c:12]2[c:13]([cH:14][c:15]1-[c:16]1[n:17][c:18]([Cl:22])[n:19][cH:20][cH:21]1)[cH:23][cH:24][cH:25][cH:26]2>>[NH2:1][CH2:2][CH:3]1[CH2:4][CH2:5][CH:6]([CH2:9][NH:10][c:18]2[n:17][c:16](-[c:15]3[s:11][c:12]4[c:13]([cH:14]3)[cH:23][cH:24][cH:25][cH:26]4)[cH:21][cH:20][n:19]2)[CH2:7][CH2:8]1. Reactants: CC(C)O, ClCCl, NCC1CCC(CN)CC1, Clc1nccc(-c2cc3ccccc3s2)n1. The reactants are Cl.C1NCC(C=2C3=CC=CC=C3NC12)C(=O)O (1,2,3,4-Tetrahydro-β-carboline-4-carboxylic acid hydrochloride), S(=O)(Cl)Cl (thionylchloride), CO (methanol). Conditions: temperature 0 celsius, time 24 hour. The product is Cl.C1NCC(C=2C3=CC=CC=C3NC12)C(=O)OC (Methyl 1,2,3,4-Tetrahydro-β-Carboline-4-Carboxylate Hydrochloride). Reaction SMILES: Cl.[CH2:2]1[C:14]2[NH:13][C:12]3[C:7](=[CH:8][CH:9]=[CH:10][CH:11]=3)[C:6]=2[CH:5]([C:15]([OH:17])=[O:16])[CH2:4][NH:3]1.S(Cl)([Cl:20])=O.[CH3:22]O>>[ClH:20].[CH2:2]1[C:14]2[NH:13][C:12]3[C:7](=[CH:8][CH:9]=[CH:10][CH:11]=3)[C:6]=2[CH:5]([C:15]([O:17][CH3:22])=[O:16])[CH2:4][NH:3]1 |f:0.1,4.5|. Reported procedure: 1,2,3,4-Tetrahydro-β-carboline-4-carboxylic acid hydrochloride (3 g, 0.012 mole) (TR-8025) prepared in Example 3 was mixed with 50 ml of methanol. It was cooled at 0° C. Then thionylchloride (2 ml, 0.028 mole) was added dropwise. The mixture was stirred at room temperature for 24 hours. The solvent was removed in vacuo. The residue was partitioned in ethyl acetate/6% K2CO3 solution. The organic phase was dried over MgSO4, filtered and treated with 4 NHCl in dioxane to pH=5. A white solid was col...